Dataset: the Open Reaction Database (ORD), a public repository of structured organic reaction records. Task: describe an organic reaction: reactants, conditions, products, and yield Starting materials: Cl (hydrochloric acid), COC(CN)OC (Aminoacetaldehyde dimethyl acetal), COC=1C=C(C=O)C=CC1 (3-methoxy-benzaldehyde), FC(C(=O)OC(C(F)(F)F)=O)(F)F (trifluoroacetic acid anhydride), B(F)(F)F.CCOCC (borontrifluoride etherate). Run in C1(=CC=CC=C1)C (toluene). Conditions: temperature 5 celsius, time 3 day. Product: COC1=CC=C2C=CN=CC2=C1 (7-Methoxy-isoquinoline). The yield is 84.0%. As a reaction SMILES: CO[CH:3](OC)[CH2:4][NH2:5].[CH3:8][O:9][C:10]1[CH:11]=[C:12]([CH:15]=[CH:16][CH:17]=1)[CH:13]=O.FC(F)(F)C(OC(=O)C(F)(F)F)=O.B(F)(F)F.CCOCC.Cl>C1(C)C=CC=CC=1>[CH3:8][O:9][C:10]1[CH:11]=[C:12]2[C:15]([CH:3]=[CH:4][N:5]=[CH:13]2)=[CH:16][CH:17]=1 |f:3.4|. Procedure: Aminoacetaldehyde dimethyl acetal (81.9 mL) was added to a solution of 60.8 mL of 3-methoxy-benzaldehyde in 600 mL of toluene. The mixture was refluxed for 5 h using a Dean-Stark trap and subsequently cooled to 5° C. In a nitrogene atmosphere trifluoroacetic acid anhydride (209 mL) and borontrifluoride etherate (185 mL) were added in succession at such a rate, that the internal temperature was kept below 10° C. After stirring for 3 days at room temperature the the reaction mixture was poured on ...